describe an organic reaction: reactants, conditions, products, and yield From a dataset of the Open Reaction Database (ORD), a public repository of structured organic reaction records. Reactants: [BH4-], CC(C)CC(=O)C(O)C(CC1CCCCC1)NC(=O)OC(C)(C)C, C1CCOC1, [Na+]. The product is CC(C)CC(O)C(O)C(CC1CCCCC1)NC(=O)OC(C)(C)C. Reaction SMILES: [BH4-:25].[C:1]([CH3:2])([CH3:3])([CH3:4])[O:5][C:6](=[O:7])[NH:8][CH:9]([CH2:10][CH:11]1[CH2:12][CH2:13][CH2:14][CH2:15][CH2:16]1)[CH:17]([C:18]([CH2:19][CH:20]([CH3:21])[CH3:22])=[O:23])[OH:24].[CH2:27]1[O:28][CH2:29][CH2:30][CH2:31]1.[Na+:26]>>[C:1]([CH3:2])([CH3:3])([CH3:4])[O:5][C:6](=[O:7])[NH:8][CH:9]([CH2:10][CH:11]1[CH2:12][CH2:13][CH2:14][CH2:15][CH2:16]1)[CH:17]([CH:18]([CH2:19][CH:20]([CH3:21])[CH3:22])[OH:23])[OH:24]. Starting materials: CCOC(C)=O, CSC, CCOC(Cc1ccc(OCc2ccccc2)cc1Cl)C(=O)OC, ClCCl, O. Product: CCOC(Cc1ccc(O)cc1Cl)C(=O)OC. As a reaction SMILES: [C:28]([O:29][CH2:30][CH3:31])(=[O:32])[CH3:33].[CH3:1][S:2][CH3:3].[CH3:4][O:5][C:6]([CH:7]([CH2:8][c:9]1[c:10]([Cl:23])[cH:11][c:12]([O:15][CH2:16][c:17]2[cH:18][cH:19][cH:20][cH:21][cH:22]2)[cH:13][cH:14]1)[O:24][CH2:25][CH3:26])=[O:27].[Cl:35][CH2:36][Cl:37].[OH2:34]>>[CH3:4][O:5][C:6]([CH:7]([CH2:8][c:9]1[c:10]([Cl:23])[cH:11][c:12]([OH:15])[cH:13][cH:14]1)[O:24][CH2:25][CH3:26])=[O:27]. Reactants: O=Cc1cc(Br)cc(C(=O)O)c1, BrBr, Cc1cc(C=O)cc(C(=O)O)c1, Cc1cc(C)cc(C(=O)O)c1, CC(C)(C#N)N=NC(C)(C)C#N. The product is Cc1cc(CBr)cc(C(=O)O)c1. As a reaction SMILES: [Br:1][c:2]1[cH:3][c:4]([CH:5]=[O:6])[cH:7][c:8]([C:10]([OH:11])=[O:12])[cH:9]1.[Br:36][Br:37].[CH3:13][c:14]1[cH:15][c:16]([CH:23]=[O:24])[cH:17][c:18]([C:19](=[O:20])[OH:21])[cH:22]1.[CH3:25][c:26]1[cH:27][c:28]([C:33]([OH:34])=[O:35])[cH:29][c:30]([CH3:31])[cH:32]1.[N:38]([C:39]([CH3:40])([CH3:41])[C:42]#[N:43])=[N:44][C:45]([CH3:46])([CH3:47])[C:48]#[N:49]>>[Br:1][CH2:23][c:16]1[cH:15][c:14]([CH3:13])[cH:22][c:18]([C:19](=[O:20])[OH:21])[cH:17]1. The reactants are C(C)(C)(C)OC(NC=1OCC[C@@](N1)(C)C1=C(C=CC(=C1)N)F)=O ([(S)-4-(5-amino-2-fluoro-phenyl)-4-methyl-5,6-dihydro-4H-[1,3]oxazin-2-yl]-carbamic acid tert-butyl ester), ClC1=CC=C(S1)C(=O)O (5-chloro-thiophene-2-carboxylic acid). Product: NC=1OCC[C@@](N1)(C)C=1C=C(C=CC1F)NC(=O)C=1SC(=CC1)Cl (5-Chloro-thiophene-2-carboxylic acid [3-((S)-2-amino-4-methyl-5,6-dihydro-4H-[1,3]oxazin-4-yl)-4-fluoro-phenyl]-amide). As a reaction SMILES: C(OC(=O)[NH:7][C:8]1[O:9][CH2:10][CH2:11][C@:12]([C:15]2[CH:20]=[C:19]([NH2:21])[CH:18]=[CH:17][C:16]=2[F:22])([CH3:14])[N:13]=1)(C)(C)C.[Cl:24][C:25]1[S:29][C:28]([C:30](O)=[O:31])=[CH:27][CH:26]=1>>[NH2:7][C:8]1[O:9][CH2:10][CH2:11][C@:12]([C:15]2[CH:20]=[C:19]([NH:21][C:30]([C:28]3[S:29][C:25]([Cl:24])=[CH:26][CH:27]=3)=[O:31])[CH:18]=[CH:17][C:16]=2[F:22])([CH3:14])[N:13]=1. Reported procedure: The coupling of [(S)-4-(5-amino-2-fluoro-phenyl)-4-methyl-5,6-dihydro-4H-[1,3]oxazin-2-yl]-carbamic acid tert-butyl ester from experiment F (R3=Me) and 5-chloro-thiophene-2-carboxylic acid followed by deprotection using procedure H yielded the title compound. Reactants: O=C([O-])[O-], CN(C)C=O, C=CCOCCCCCl, [K+], [K+], O, O=C(O)c1ccc(O)cc1. Yields the product C=CCOCCCCOc1ccc(C(=O)O)cc1. RXN SMILES: [C:20](=[O:21])([O-:22])[O-:23].[CH3:26][N:27]([CH3:28])[CH:29]=[O:30].[Cl:1][CH2:2][CH2:3][CH2:4][CH2:5][O:6][CH2:7][CH:8]=[CH2:9].[K+:24].[K+:25].[OH2:31].[OH:10][C:11](=[O:12])[c:13]1[cH:14][cH:15][c:16]([OH:17])[cH:18][cH:19]1>>[CH2:2]([CH2:3][CH2:4][CH2:5][O:6][CH2:7][CH:8]=[CH2:9])[O:17][c:16]1[cH:15][cH:14][c:13]([C:11]([OH:10])=[O:12])[cH:19][cH:18]1. Starting materials: Cl.FC=1C=CC2=C(NC=3SC(=CC3C(=N2)N)C)C1 (6-fluoro-2-methyl-4H-3-thia-4,9-diaza-benzo[f]azulen-10-ylamine hydrochloride), COCCC[C@@H]1NCCNC1 ((S)-2-(3-methoxy-propyl)-piperazine), C(C)(C)N(CC)C(C)C (diisopropylethyl amine). Run in C1(=CC=CC=C1)C (toluene), CS(=O)C (dimethylsulfoxide). Conditions: temperature 110 celsius, time 24 hour. The product is FC=1C=CC2=C(NC=3SC(=CC3C(=N2)N2C[C@@H](NCC2)CCCOC)C)C1 ((s)-6-fluoro-10-[3-(3-methoxy-propyl)-piperazin-1-yl]-2-methyl-4H-3-thia-4,9-diaza-benzo[f]azulene). The yield is 26.4%. Reaction SMILES: Cl.[F:2][C:3]1[CH:4]=[CH:5][C:6]2[N:15]=[C:14]([NH2:16])[C:13]3[CH:12]=[C:11]([CH3:17])[S:10][C:9]=3[NH:8][C:7]=2[CH:18]=1.[CH3:19][O:20][CH2:21][CH2:22][CH2:23][C@H:24]1[CH2:29]N[CH2:27][CH2:26][NH:25]1.C(N(C(C)C)CC)(C)C>C1(C)C=CC=CC=1.CS(C)=O>[F:2][C:3]1[CH:4]=[CH:5][C:6]2[N:15]=[C:14]([N:16]3[CH2:27][CH2:26][NH:25][C@@H:24]([CH2:23][CH2:22][CH2:21][O:20][CH3:19])[CH2:29]3)[C:13]3[CH:12]=[C:11]([CH3:17])[S:10][C:9]=3[NH:8][C:7]=2[CH:18]=1 |f:0.1|. Reported procedure: Combine 6-fluoro-2-methyl-4H-3-thia-4,9-diaza-benzo[f]azulen-10-ylamine hydrochloride (0.304 g, 1.07 mmol), (S)-2-(3-methoxy-propyl)-piperazine (0.339 g, 2.14 mmol), and diisopropylethyl amine (0.19 mL, 1.07 mmol) in a mixture of toluene (3 mL) and dimethylsulfoxide (1 mL) and stir at 110° C. for 24 hours. Evaporate the mixture then purify by flash chromatography, eluting with a step gradient starting with dichloromethane going to 5% 2N ammonia-methanol in dichloromethane gives (s)-6-fluoro-10-[...